This data is from the Open Reaction Database (ORD), a public repository of structured organic reaction records. The task is: describe an organic reaction: reactants, conditions, products, and yield Starting materials: C(C)OC(=O)N1CCC(CC1)C1=CNC2=CC=C(C=C12)OC (4-(5-methoxy-1H-indol-3-yl)-piperidine-1-carboxylic acid ethyl ester), solution, BrCC1=COC=C1 (3-bromomethyl-furan). Run in C(C)OCC (ethyl ether). Reaction conditions: time 18 hour. The product is C(C)OC(=O)N1CCC(CC1)C1=CN(C2=CC=C(C=C12)OC)CC1=COC=C1 (4-(1-furan-3-ylmethyl-5-methoxy-1H-indol-3-yl)-piperidine-1-carboxylic acid ethyl ester). The yield is 99.0%. RXN SMILES: [CH2:1]([O:3][C:4]([N:6]1[CH2:11][CH2:10][CH:9]([C:12]2[C:20]3[C:15](=[CH:16][CH:17]=[C:18]([O:21][CH3:22])[CH:19]=3)[NH:14][CH:13]=2)[CH2:8][CH2:7]1)=[O:5])[CH3:2].Br[CH2:24][C:25]1[CH:29]=[CH:28][O:27][CH:26]=1>C(OCC)C>[CH2:1]([O:3][C:4]([N:6]1[CH2:11][CH2:10][CH:9]([C:12]2[C:20]3[C:15](=[CH:16][CH:17]=[C:18]([O:21][CH3:22])[CH:19]=3)[N:14]([CH2:24][C:25]3[CH:29]=[CH:28][O:27][CH:26]=3)[CH:13]=2)[CH2:8][CH2:7]1)=[O:5])[CH3:2]. Procedure details: This compound was prepared following the procedure described in example 13 (part B) starting with 8 g (26.4 mmol) of 4-(5-methoxy-1H-indol-3-yl)-piperidine-1-carboxylic acid ethyl ester (example 87, part B) and 30 mL (30 mmol) of a freshly prepared 1M solution in ethyl ether of 3-bromomethyl-furan. The reaction mixture was stirred at room temperature for 18 hours. After standard work-up, 9.9 g (99% of yield) of 4-(1-furan-3-ylmethyl-5-methoxy-1H-indol-3-yl)-piperidine-1-carboxylic acid ethyl est... Reported procedure: To the toluene suspension of sodium t-butoxide (700 mg, 2.5 eq.), 8-methoxy-3,4-dihydro-1H-naphthalen-2-one (Compound W1, 500 mg, 2.9 mmol) was added dropwise at 0° C. After 15 minutes, the solution turned into blackish green color. The mixture solution was added dropwise with methyl iodide (1.03 g, 2.5 eq.) and stirred at 15° C. overnight. Brown solid precipitated. The reaction solution was added to saturated aqueous solution of ammonium chloride/diethyl ether under stirring and cooling. After ... Product: COC=1C=CC=C2CCC(C(C12)(C)C)=O (8-methoxy-1,1-dimethyl-3,4-dihydro-1H-naphthalen-2-one). Reactants: CC(C)([O-])C.[Na+] (sodium t-butoxide), COC=1C=CC=C2CCC(CC12)=O (8-methoxy-3,4-dihydro-1H-naphthalen-2-one), C1(=CC=CC=C1)C (toluene), CI (methyl iodide). As a reaction SMILES: C[C:2](C)([O-:4])C.[Na+].C[O:8][C:9]1[CH:10]=CC=[C:13]2[C:18]=1[CH2:17]C(=O)CC2.CI.[C:22]1([CH3:28])[CH:27]=[CH:26][CH:25]=[CH:24][CH:23]=1>>[CH3:2][O:4][C:26]1[CH:25]=[CH:24][CH:23]=[C:22]2[C:27]=1[C:18]([CH3:13])([CH3:17])[C:9](=[O:8])[CH2:10][CH2:28]2 |f:0.1|. Run at temperature 15 celsius, time 15 minute.